From a dataset of the Open Reaction Database (ORD), a public repository of structured organic reaction records. describe an organic reaction: reactants, conditions, products, and yield Starting materials: [Cr](=O)(=O)([O-])O[Cr](=O)(=O)[O-].[NH+]1=CC=CC=C1.[NH+]1=CC=CC=C1 (pyridinium dichromate), C(\C=C\CCCCCCCCCCCCC)O (trans-2-hexadecenol). Solvent: ClCCl (dichloromethane). Run at time 4 hour. The product is C(\C=C\CCCCCCCCCCCCC)=O (trans-2-hexadecenal). Yield: 74.9%. RXN SMILES: [Cr](O[Cr]([O-])(=O)=O)([O-])(=O)=O.[NH+]1C=CC=CC=1.[NH+]1C=CC=CC=1.[CH2:22]([OH:38])/[CH:23]=[CH:24]/[CH2:25][CH2:26][CH2:27][CH2:28][CH2:29][CH2:30][CH2:31][CH2:32][CH2:33][CH2:34][CH2:35][CH2:36][CH3:37]>ClCCl>[CH:22](=[O:38])/[CH:23]=[CH:24]/[CH2:25][CH2:26][CH2:27][CH2:28][CH2:29][CH2:30][CH2:31][CH2:32][CH2:33][CH2:34][CH2:35][CH2:36][CH3:37] |f:0.1.2|. Procedure: To a stirred suspension of 60.6 g (0.161 mol) pyridinium dichromate in 100 mL of dichloromethane was added 25.7 g (0.107 mol) of trans-2-hexadecenol. After 4 h at 25° C., the mixture was filtered (through Celite diatomaceous earth) and the resulting brown solution refiltered through Florisil, an activated magnesium silicate in the form of hard, porous, stable, white granules that are free from dusting sold by Floridin Co. The colorless solution obtained was concentrated in vacuo to 21.8 g (86%) ... Reactants: O=C[O-], [NH4+], O=C1CCCC1c1ccccc1. The product is NC1CCCC1c1ccccc1. RXN SMILES: [CH:13]([O-:14])=[O:15].[NH4+:16].[c:1]1([CH:7]2[C:8](=[O:12])[CH2:9][CH2:10][CH2:11]2)[cH:2][cH:3][cH:4][cH:5][cH:6]1>>[c:1]1([CH:7]2[CH:8]([NH2:16])[CH2:9][CH2:10][CH2:11]2)[cH:2][cH:3][cH:4][cH:5][cH:6]1. Starting materials: C(C)(C)(C)OC(NC1=C(C=C(C=C1)C1=CC=C(C=C1)CC)[N+](=O)[O-])=O ((4′-Ethyl-3-nitro-biphenyl-4-yl)-carbamic acid tert.-butyl ester). Reagents/catalysts: [Ni] (Ni). The product is C(C)(C)(C)OC(NC1=C(C=C(C=C1)C1=CC=C(C=C1)CC)N)=O ((3-Amino-4′-ethyl-biphenyl-4-yl)-carbamic acid tert.-butyl ester). As a reaction SMILES: [C:1]([O:5][C:6](=[O:25])[NH:7][C:8]1[CH:13]=[CH:12][C:11]([C:14]2[CH:19]=[CH:18][C:17]([CH2:20][CH3:21])=[CH:16][CH:15]=2)=[CH:10][C:9]=1[N+:22]([O-])=O)([CH3:4])([CH3:3])[CH3:2]>[Ni]>[C:1]([O:5][C:6](=[O:25])[NH:7][C:8]1[CH:13]=[CH:12][C:11]([C:14]2[CH:15]=[CH:16][C:17]([CH2:20][CH3:21])=[CH:18][CH:19]=2)=[CH:10][C:9]=1[NH2:22])([CH3:3])([CH3:2])[CH3:4]. Procedure: Prepared from (4′-ethyl-3-nitro-biphenyl-4-yl)-carbamic acid tert.-butyl ester (Example B4) by catalytic hydrogenation with Raney-Ni according to the general procedure G (method a). Obtained as a white solid (311 mg).